From a dataset of the Open Reaction Database (ORD), a public repository of structured organic reaction records. describe an organic reaction: reactants, conditions, products, and yield The reactants are OC(CCCCCCCCCCCCCCC(=O)O)CC (16-hydroxystearic acid), CC(=O)OI1(C=2C=CC=CC2C(=O)O1)(OC(=O)C)OC(=O)C (Dess-Martin reagent). Yields the product O=C(CCCCCCCCCCCCCCC(=O)O)CC (16-oxostearic acid). As a reaction SMILES: [OH:1][CH:2]([CH2:20][CH3:21])[CH2:3][CH2:4][CH2:5][CH2:6][CH2:7][CH2:8][CH2:9][CH2:10][CH2:11][CH2:12][CH2:13][CH2:14][CH2:15][CH2:16][C:17]([OH:19])=[O:18].CC(OI1(OC(C)=O)(OC(C)=O)OC(=O)C2C=CC=CC1=2)=O>>[O:1]=[C:2]([CH2:20][CH3:21])[CH2:3][CH2:4][CH2:5][CH2:6][CH2:7][CH2:8][CH2:9][CH2:10][CH2:11][CH2:12][CH2:13][CH2:14][CH2:15][CH2:16][C:17]([OH:19])=[O:18]. Procedure: 16-hydroxystearic acid was selectively oxidized with Dess-Martin reagent to yield 16-oxostearic acid. The crude product was purified by chromatography using silica gel as separating agent. The reactants are C(N)(=O)N1CCCC=2C=C(C=NC12)C1=C(C(=O)O)C=CN=C1 (3-(8-carbamoyl-5,6,7,8-tetrahydro-[1,8]naphthyridin-3-yl)-isonicotinic acid), C[Si](C)(C)C=[N+]=[N-] (trimethylsilyl-diazomethane). The solvent is C1(=CC=CC=C1)C.CO (toluene MeOH). Conditions: time 16 hour. The product is COC(C1=C(C=NC=C1)C=1C=NC=2N(CCCC2C1)C(N)=O)=O (3-(8-Carbamoyl-5,6,7,8-tetrahydro-[1,8]naphthyridin-3-yl)-isonicotinic acid methyl ester). The yield is 39.1%. RXN SMILES: [C:1]([N:4]1[C:13]2[N:12]=[CH:11][C:10]([C:14]3[CH:22]=[N:21][CH:20]=[CH:19][C:15]=3[C:16]([OH:18])=[O:17])=[CH:9][C:8]=2[CH2:7][CH2:6][CH2:5]1)(=[O:3])[NH2:2].[CH3:23][Si](C=[N+]=[N-])(C)C>C1(C)C=CC=CC=1.CO>[CH3:23][O:17][C:16](=[O:18])[C:15]1[CH:19]=[CH:20][N:21]=[CH:22][C:14]=1[C:10]1[CH:11]=[N:12][C:13]2[N:4]([C:1](=[O:3])[NH2:2])[CH2:5][CH2:6][CH2:7][C:8]=2[CH:9]=1 |f:2.3|. Procedure: To a solution of 3-(8-carbamoyl-5,6,7,8-tetrahydro-[1,8]naphthyridin-3-yl)-isonicotinic acid (80 mg, 0.27 mmol) in 8.0 mL of toluene/MeOH 1:1 mixture is added 2.0 M trimethylsilyl-diazomethane (0.20 mL, 0.40 mmol) under N2 atmosphere. The reaction solution is stirred at room temperature for 16 hrs. The solvent is removed and the residue is purified by preparative HPLC to give 33 mg of the titled product. Reactants: C(#C)C1(CC2(CCCC2)CCC1)O (7-Ethynyl-spiro[4.5]decan-7-ol), [OH-].[K+] (KOH), C(C=C)Cl (allylchlorid). The reagents and catalysts are Cl[Cu] (CuCl), C(=O)([O-])[O-].[K+].[K+] (K2CO3). The solvent is CC(C)O (iPrOH), CO (MeOH), CC(C)(C)OC (MTBE). Conditions: temperature 0 celsius, time 20 minute. Yields the product C(#CCC=C)C1(CC2(CCCC2)CCC1)O (7-(Pent-4-en-1-ynyl)-spiro[4.5]decan-7-ol). The yield is 89.9%. RXN SMILES: [OH-].[K+].[C:3]([C:5]1([OH:15])[CH2:14][CH2:13][CH2:12][C:7]2([CH2:11][CH2:10][CH2:9][CH2:8]2)[CH2:6]1)#[CH:4].[CH2:16](Cl)[CH:17]=[CH2:18]>CO.CC(O)C.CC(OC)(C)C.Cl[Cu].C([O-])([O-])=O.[K+].[K+]>[C:3]([C:5]1([OH:15])[CH2:14][CH2:13][CH2:12][C:7]2([CH2:11][CH2:10][CH2:9][CH2:8]2)[CH2:6]1)#[C:4][CH2:18][CH:17]=[CH2:16] |f:0.1,8.9.10|. Reported procedure: To a mixture of KOH (7.93 g), K2CO3 (1.08 g) and CuCl (0.72 g) in MeOH (40 ml) cooled to 0° C. and kept under N2 was added dropwise a solution of 7-ethynyl-spiro[4.5]decan-7-ol (2) (16.80 g, 94.4 mmol) in iPrOH (40 ml). The resulting red-brown mixture was stirred another 20 minutes at 0° C., then was treated with allylchlorid (11.6 ml, 141.6 mmol, 1.5 equiv) added dropwise for 10 mn, warmed to room temperature and left under stirring at room temperature overnight. The mixture was diluted with MT... Starting materials: CO, Cl, NC1(C(=O)O)CCCCC1. Product: COC(=O)C1(N)CCCCC1. RXN SMILES: [CH3:12][OH:13].[ClH:11].[NH2:1][C:2]1([C:8](=[O:9])[OH:10])[CH2:3][CH2:4][CH2:5][CH2:6][CH2:7]1>>[NH2:1][C:2]1([C:8](=[O:9])[O:10][CH3:12])[CH2:3][CH2:4][CH2:5][CH2:6][CH2:7]1. Solvent: C1CCOC1 (THF). Reported procedure: A solution of (4S,6S)-4-(2-fluoro-5-((triethylsilyl)ethynyl)phenyl)-4-(fluoromethyl)-6-(trifluoromethyl)-5,6-dihydro-4H-1,3-oxazin-2-amine (1.285 g, 2.97 mmol from above) in 20 mL of THF was treated with tetrabutylammonium fluoride (1.0 M in THF) (3.27 mL, 3.27 mmol) at rt for 45 min. The solvent was removed under vacuum and the residue was dissolved in 2 mL of DCM and purified using the Shoko instrument with 40 g pre-packed silica gel column and EtOAc in hexanes as eluent (0-50% 20 min, 50% 10 ... As a reaction SMILES: [F:1][C:2]1[CH:7]=[CH:6][C:5]([C:8]#[C:9][Si](CC)(CC)CC)=[CH:4][C:3]=1[C@:17]1([CH2:28][F:29])[CH2:22][C@@H:21]([C:23]([F:26])([F:25])[F:24])[O:20][C:19]([NH2:27])=[N:18]1.[F-].C([N+](CCCC)(CCCC)CCCC)CCC>C1COCC1>[C:8]([C:5]1[CH:6]=[CH:7][C:2]([F:1])=[C:3]([C@:17]2([CH2:28][F:29])[CH2:22][C@@H:21]([C:23]([F:24])([F:25])[F:26])[O:20][C:19]([NH2:27])=[N:18]2)[CH:4]=1)#[CH:9] |f:1.2|. Starting materials: FC1=C(C=C(C=C1)C#C[Si](CC)(CC)CC)[C@]1(N=C(O[C@@H](C1)C(F)(F)F)N)CF ((4S,6S)-4-(2-fluoro-5-((triethylsilyl)ethynyl)phenyl)-4-(fluoromethyl)-6-(trifluoromethyl)-5,6-dihydro-4H-1,3-oxazin-2-amine), [F-].C(CCC)[N+](CCCC)(CCCC)CCCC (tetrabutylammonium fluoride). Product: C(#C)C=1C=CC(=C(C1)[C@]1(N=C(O[C@@H](C1)C(F)(F)F)N)CF)F ((4S,6S)-4-(5-ethynyl-2-fluorophenyl)-4-(fluoromethyl)-6-(trifluoromethyl)-5,6-dihydro-4H-1,3-oxazin-2-amine). Isolated yield 96.0%.